This data is from the Open Reaction Database (ORD), a public repository of structured organic reaction records. The task is: describe an organic reaction: reactants, conditions, products, and yield Reactants: [Al+3], O=C(Cl)C(=O)Cl, ClCCl, ClCCl, [Cl-], [Cl-], [Cl-], O=C(Cl)c1c(Cl)cc(Cl)cc1Cl, O=c1ccc(Cc2ccccc2F)n[nH]1, CN(C)C=O. The product is O=C(c1ccc(F)c(Cc2ccc(=O)[nH]n2)c1)c1c(Cl)cc(Cl)cc1Cl. As a reaction SMILES: [Al+3:2].[C:35]([Cl:36])(=[O:37])[C:38]([Cl:39])=[O:40].[CH2:32]([Cl:33])[Cl:34].[CH2:41]([Cl:42])[Cl:43].[Cl-:1].[Cl-:3].[Cl-:4].[Cl:20][c:21]1[c:22]([C:23](=[O:24])[Cl:25])[c:26]([Cl:31])[cH:27][c:28]([Cl:30])[cH:29]1.[F:5][c:6]1[c:7]([CH2:8][c:9]2[cH:10][cH:11][c:12](=[O:15])[nH:13][n:14]2)[cH:16][cH:17][cH:18][cH:19]1.[O:44]=[CH:45][N:46]([CH3:47])[CH3:48]>>[F:5][c:6]1[c:7]([CH2:8][c:9]2[cH:10][cH:11][c:12](=[O:15])[nH:13][n:14]2)[cH:16][c:17]([C:23]([c:22]2[c:21]([Cl:20])[cH:29][c:28]([Cl:30])[cH:27][c:26]2[Cl:31])=[O:24])[cH:18][cH:19]1.